This data is from the Open Reaction Database (ORD), a public repository of structured organic reaction records. The task is: describe an organic reaction: reactants, conditions, products, and yield Reactants: C(C)OC(=O)C=1C(=NOC1C)C1=C(C=CC(=C1)I)F (4-ethoxycarbonyl-5-methyl-3-(2-fluoro-5-iodophenyl)isoxazole), [OH-].[Na+] (NaOH), ice H2O. The solvent is CCO (EtOH). Run at temperature 50 celsius, time 1 hour. Yields the product C(=O)(O)C=1C(=NOC1C)C1=C(C=CC(=C1)I)F (4-Carboxy-5-methyl-3-(2-fluoro-5-iodophenyl)isoxazole). Yield: 88.4%. RXN SMILES: C([O:3][C:4]([C:6]1[C:7]([C:12]2[CH:17]=[C:16]([I:18])[CH:15]=[CH:14][C:13]=2[F:19])=[N:8][O:9][C:10]=1[CH3:11])=[O:5])C.[OH-].[Na+]>CCO>[C:4]([C:6]1[C:7]([C:12]2[CH:17]=[C:16]([I:18])[CH:15]=[CH:14][C:13]=2[F:19])=[N:8][O:9][C:10]=1[CH3:11])([OH:5])=[O:3] |f:1.2|. Reported procedure: To a solution of 4-ethoxycarbonyl-5-methyl-3-(2-fluoro-5-iodophenyl)isoxazole (1.04 g, 2.77 mmol) in EtOH (14 ml) was added 5N NaOH (1.11 ml, 5.6 mmol, 2 eq.) and stirred in a 50° C. oil bath for 1 hr. Rxn was cooled to room temperature, poured into ice H2O and extracted with Et2O. Acidified aqueous layer to pH 2 using conc. HCl and extracted with ethyl acetate. The combined organic solution was washed with brine, dried (MgSO4), filtered, and concentrated to give the title compound (0.85 g, 86%)... Starting materials: CCCCC1CCN(CCCC#N)CC1, CCOCC, ClCCl, Cc1ccc(I)c(C)c1. Product: CCCCC1CCN(CCCC(=O)c2ccc(C)cc2C)CC1. Reaction SMILES: [CH2:10]([CH2:11][CH2:12][CH3:13])[CH:14]1[CH2:15][CH2:16][N:17]([CH2:20][CH2:21][CH2:22][C:23]#[N:24])[CH2:18][CH2:19]1.[CH3:25][CH2:26][O:27][CH2:28][CH3:29].[Cl:30][CH2:31][Cl:32].[I:1][c:2]1[c:3]([CH3:9])[cH:4][c:5]([CH3:8])[cH:6][cH:7]1>>[c:2]1([C:23]([CH2:22][CH2:21][CH2:20][N:17]2[CH2:16][CH2:15][CH:14]([CH2:10][CH2:11][CH2:12][CH3:13])[CH2:19][CH2:18]2)=[O:27])[c:3]([CH3:9])[cH:4][c:5]([CH3:8])[cH:6][cH:7]1. Reactants: OCC1=CC=C(C=C1)O (4-(hydroxymethyl)phenol), ClC1=C(CBr)C(=CC=C1)Cl (2,6-dichlorobenzyl bromide), C([O-])([O-])=O.[Cs+].[Cs+] (caesium carbonate). Solvent: CN(C)C=O (DMF). The product is ClC1=C(COC2=CC=C(C=C2)CO)C(=CC=C1)Cl ({4-[(2,6-Dichlorobenzyl)oxy]phenyl}methanol). The yield is 100710.4%. As a reaction SMILES: [OH:1][CH2:2][C:3]1[CH:8]=[CH:7][C:6]([OH:9])=[CH:5][CH:4]=1.[Cl:10][C:11]1[CH:18]=[CH:17][CH:16]=[C:15]([Cl:19])[C:12]=1[CH2:13]Br.C(=O)([O-])[O-].[Cs+].[Cs+]>CN(C=O)C>[Cl:10][C:11]1[CH:18]=[CH:17][CH:16]=[C:15]([Cl:19])[C:12]=1[CH2:13][O:9][C:6]1[CH:7]=[CH:8][C:3]([CH2:2][OH:1])=[CH:4][CH:5]=1 |f:2.3.4|. Reported procedure: A solution of 4-(hydroxymethyl)phenol (38.0 g, 0.31 mmol) and 2,6-dichlorobenzyl bromide (73.4 g, 0.31 mmol) in DMF (500 ml) was treated with caesium carbonate (100 g, 0.31 mmol) and heated to 60° for 16 h. The mixture was cooled to room temperature and the solvent evaporated in vacuo. The residue was partitioned between EtOAc (250 ml) and water (250 ml), the aqueous layer was separated and extracted with EtOAc (250 ml) and the combined organic layers washed with 10% hydrochloric acid (100 ml), ... Starting materials: ClC1=CC(=C(NC)C=C1N1CCN(CC1)C)[N+](=O)[O-] (4-chloro-5-(4-methyl-piperazin-1-yl)-2-nitro-N-methyl-aniline), C1CCOC1 (THF). Reagents/catalysts: [Pt] (Pt/C). The solvent is CO (MeOH). The product is ClC=1C(=CC(=C(N)C1)NC)N1CCN(CC1)C (5-Chloro-2-methylamino-4-(4-methyl-piperazin-1-yl)-aniline). Reaction SMILES: [Cl:1][C:2]1[C:9]([N:10]2[CH2:15][CH2:14][N:13]([CH3:16])[CH2:12][CH2:11]2)=[CH:8][C:5]([NH:6][CH3:7])=[C:4]([N+:17]([O-])=O)[CH:3]=1.C1COCC1>[Pt].CO>[Cl:1][C:2]1[C:9]([N:10]2[CH2:11][CH2:12][N:13]([CH3:16])[CH2:14][CH2:15]2)=[CH:8][C:5]([NH:6][CH3:7])=[C:4]([CH:3]=1)[NH2:17]. Reported procedure: The sub-title compound was prepared from 4-chloro-5-(4-methyl-piperazin-1-yl)-2-nitro-N-methyl-aniline (500 mg, 1.8 mmol), THF (6 mL), MeOH (6 mL) and Pt/C (50 mg) in analogy to example 1 step (f). The reactants are CC1=CC=C(C=C1)C1=CC2=C(S1)CCCC(=C2)C(=O)OC (methyl 2-(4-methylphenyl)-7,8-dihydro-6H-cyclohepta[b]thiophene-5-carboxylate), [OH-].[Na+] (sodium hydroxide). The solvent is C(C)O.O1CCCC1 (ethanol tetrahydrofuran). Conditions: time 5 day. The product is CC1=CC=C(C=C1)C1=CC2=C(S1)CCCC(=C2)C(=O)O (2-(4-methylphenyl)-7,8-dihydro-6H-cyclohepta[b]thiophene-5-carboxylic acid). The yield is 84.9%. Reaction SMILES: [CH3:1][C:2]1[CH:7]=[CH:6][C:5]([C:8]2[S:12][C:11]3[CH2:13][CH2:14][CH2:15][C:16]([C:18]([O:20]C)=[O:19])=[CH:17][C:10]=3[CH:9]=2)=[CH:4][CH:3]=1.[OH-].[Na+]>C(O)C.O1CCCC1>[CH3:1][C:2]1[CH:3]=[CH:4][C:5]([C:8]2[S:12][C:11]3[CH2:13][CH2:14][CH2:15][C:16]([C:18]([OH:20])=[O:19])=[CH:17][C:10]=3[CH:9]=2)=[CH:6][CH:7]=1 |f:1.2,3.4|. Procedure details: To a solution of methyl 2-(4-methylphenyl)-7,8-dihydro-6H-cyclohepta[b]thiophene-5-carboxylate (803 mg) in ethanol-tetrahydrofuran (5-10 ml) was added 2N sodium hydroxide (2 ml) at room temperature, and the mixture was stirred for 5 days and concentrated under reduced pressure. To the residue was added 1N hydrochloric acid (10 ml), and the mixture was extracted with ethyl acetate. The organic layer was washed with saturated sodium chloride solution, dried with magnesium sulfate and concentrated ... Reaction SMILES: [Cl-:15].[NH2:1][c:2]1[n:3][c:4]([CH2:9][CH2:10][CH2:11][CH3:12])[nH:5][c:6](=[O:8])[cH:7]1.[NH2:24][c:25]1[cH:26][cH:27][cH:28][cH:29][cH:30]1.[Na+:14].[OH-:13].[OH2:31].[c:16]1([N+:22]#[N:23])[cH:17][cH:18][cH:19][cH:20][cH:21]1>>[NH2:1][c:2]1[n:3][c:4]([CH2:9][CH2:10][CH2:11][CH3:12])[nH:5][c:6](=[O:8])[c:7]1[N:23]=[N:22][c:16]1[cH:17][cH:18][cH:19][cH:20][cH:21]1. The product is CCCCc1nc(N)c(N=Nc2ccccc2)c(=O)[nH]1. Reactants: [Cl-], CCCCc1nc(N)cc(=O)[nH]1, Nc1ccccc1, [Na+], [OH-], O, N#[N+]c1ccccc1. Starting materials: CCN1c2ncccc2C(=O)N(C)c2ccc(-c3cn[nH]c3)nc21, CC(=O)[O-], CC(=O)OC(C)=O, [K+]. Product: CCN1c2ncccc2C(=O)N(C)c2ccc(-c3cnn(C(C)=O)c3)nc21. Reaction SMILES: [CH2:1]([CH3:2])[N:3]1[c:4]2[c:5]([cH:16][cH:17][c:18](-[c:20]3[cH:21][n:22][nH:23][cH:24]3)[n:19]2)[N:6]([CH3:15])[C:7](=[O:14])[c:8]2[c:9]1[n:10][cH:11][cH:12][cH:13]2.[CH3:26][C:27]([O-:28])=[O:29].[CH3:30][C:31]([O:32][C:33](=[O:34])[CH3:35])=[O:36].[K+:25]>>[CH2:1]([CH3:2])[N:3]1[c:4]2[c:5]([cH:16][cH:17][c:18](-[c:20]3[cH:21][n:22]([C:27]([CH3:26])=[O:28])[n:23][cH:24]3)[n:19]2)[N:6]([CH3:15])[C:7](=[O:14])[c:8]2[c:9]1[n:10][cH:11][cH:12][cH:13]2. Reactants: CO, Cl, CC(C)(C)OC(=O)N1CCC(c2c[nH]c3c(C(N)=O)cc(Br)cc23)CC1, C1COCCO1. The product is Cl, NC(=O)c1cc(Br)cc2c(C3CCNCC3)c[nH]c12. Reaction SMILES: [CH3:34][OH:35].[ClH:1].[NH2:2][C:3](=[O:4])[c:5]1[cH:6][c:7]([Br:27])[cH:8][c:9]2[c:10]([CH:14]3[CH2:15][CH2:16][N:17]([C:20]([O:21][C:22]([CH3:23])([CH3:24])[CH3:25])=[O:26])[CH2:18][CH2:19]3)[cH:11][nH:12][c:13]12.[O:28]1[CH2:29][CH2:30][O:31][CH2:32][CH2:33]1>>[ClH:1].[NH2:2][C:3](=[O:4])[c:5]1[cH:6][c:7]([Br:27])[cH:8][c:9]2[c:10]([CH:14]3[CH2:15][CH2:16][NH:17][CH2:18][CH2:19]3)[cH:11][nH:12][c:13]12. Starting materials: CC(C=O)C (2-methyl-propionaldehyde), ClC1=C(C=C(C=C1)F)N (2-chloro-5-fluoro-phenyl amine), C1(CCCCCC1)=O (cycloheptanone), C(C)(=O)[O-].[NH4+] (ammonium acetate). Yields the product ClC1=C(C=C(C=C1)F)N1C(NC(C1=O)C(C)C)=O (3-(2-chloro-5-fluoro-phenyl)-5-isopropyl-imidazolidine-2,4-dione). Reaction SMILES: [CH3:1][CH:2]([CH3:5])[CH:3]=O.[C:6]1(=[O:13])CCCCCC1.[C:14]([O-:17])(=O)C.[NH4+:18].[Cl:19][C:20]1[CH:25]=[CH:24][C:23]([F:26])=[CH:22][C:21]=1[NH2:27]>>[Cl:19][C:20]1[CH:25]=[CH:24][C:23]([F:26])=[CH:22][C:21]=1[N:27]1[C:6](=[O:13])[CH:3]([CH:2]([CH3:5])[CH3:1])[NH:18][C:14]1=[O:17] |f:2.3|. Procedure details: This compound was synthesized in analogy to example 155 (step A to E). In step A, 2-methyl-propionaldehyde was starting material in place of cycloheptanone and ammonium acetate in place of cyclopropylamino acetate. In step B, 2-chloro-5-fluoro-phenyl amine was used in place of 4-Amino-benzoic acid ethyl ester. The pure 3-(2-chloro-5-fluoro-phenyl)-5-isopropyl-imidazolidine-2,4-dione that resulted from this procedure was then benzylated by stirring of 300 mg (1.11 mmol) of 3-(2-Chloro-5-fluoro-ph...